From a dataset of the Open Reaction Database (ORD), a public repository of structured organic reaction records. describe an organic reaction: reactants, conditions, products, and yield Starting materials: O (water), C(CCCCCCC)NC[C@H](O)[C@@H](O)[C@H](O)[C@H](O)CO (N-octyl-D-glucamine), OC(=O)C(C)C1=CC=C(CC(C)C)C=C1 (Racemic ibuprofen). Run in C1(=CC=CC=C1)C (toluene). Conditions: temperature 75 celsius. Product: C(CCCCCCC)NC[C@H](O)[C@@H](O)[C@H](O)[C@H](O)CO.OC(=O)[C@@H](C)C1=CC=C(CC(C)C)C=C1 ((S)-ibuprofen N-octyl-D-glucamine salt). The yield is 73.2%. As a reaction SMILES: [OH:1][C:2]([CH:4]([C:6]1[CH:15]=[CH:14][C:9]([CH2:10][CH:11]([CH3:13])[CH3:12])=[CH:8][CH:7]=1)[CH3:5])=[O:3].O.[CH2:17]([NH:25][CH2:26][C@@H:27]([C@H:29]([C@@H:31]([C@@H:33]([CH2:35][OH:36])[OH:34])[OH:32])[OH:30])[OH:28])[CH2:18][CH2:19][CH2:20][CH2:21][CH2:22][CH2:23][CH3:24]>C1(C)C=CC=CC=1>[CH2:17]([NH:25][CH2:26][C@@H:27]([C@H:29]([C@@H:31]([C@@H:33]([CH2:35][OH:36])[OH:34])[OH:32])[OH:30])[OH:28])[CH2:18][CH2:19][CH2:20][CH2:21][CH2:22][CH2:23][CH3:24].[OH:3][C:2]([C@H:4]([C:6]1[CH:7]=[CH:8][C:9]([CH2:10][CH:11]([CH3:12])[CH3:13])=[CH:14][CH:15]=1)[CH3:5])=[O:1] |f:4.5|. Procedure: Initial resolution. Racemic ibuprofen (18 g, 87 mmol) was dissolved in toluene (150 mL), and water (0.5 mL) and N-octyl-D-glucamine (12.12 g, 41 mmol) were added to the solution. The mixture was heated slowly to 75° C., forming a clear solution, and the solution then cooled to 20° C. over 3 hours. The resulting precipitate was recovered by filtration, washed with toluene (50 mL), and dried to give (S)-ibuprofen N-octyl-D-glucamine salt (14.75 g, 30 mmol, MR=136.5°~137° C., [α]D =-11.2° (c=0.1, M... The reactants are O=C1CCC(=O)N1Br, CCOC(C)=O, COC(=O)c1ccc(C)c(OC(C)C)c1, CC(C)(C#N)N=NC(C)(C)C#N. Product: COC(=O)c1ccc(CBr)c(OC(C)C)c1. As a reaction SMILES: [Br:16][N:17]1[C:18](=[O:19])[CH2:20][CH2:21][C:22]1=[O:23].[CH3:36][CH2:37][O:38][C:39](=[O:40])[CH3:41].[CH:1]([CH3:2])([CH3:3])[O:4][c:5]1[cH:6][c:7]([C:8](=[O:9])[O:10][CH3:11])[cH:12][cH:13][c:14]1[CH3:15].[N:24]([C:25]([CH3:26])([CH3:27])[C:28]#[N:29])=[N:30][C:31]([CH3:32])([CH3:33])[C:34]#[N:35]>>[CH:1]([CH3:2])([CH3:3])[O:4][c:5]1[cH:6][c:7]([C:8](=[O:9])[O:10][CH3:11])[cH:12][cH:13][c:14]1[CH2:15][Br:16].